describe an organic reaction: reactants, conditions, products, and yield From a dataset of the Open Reaction Database (ORD), a public repository of structured organic reaction records. Reactants: CC=1C=CC(=C(C#N)C1)Cl (5-methyl-2-chlorobenzonitrile), BrN1C(CCC1=O)=O (N-bromosuccinimide), C(C1=CC=CC=C1)(=O)OOC(C1=CC=CC=C1)=O (benzoyl peroxide). The solvent is C(Cl)(Cl)(Cl)Cl (carbon tetrachloride). Yields the product BrCC=1C=CC(=C(C#N)C1)Cl (5-(Bromomethyl)-2-chlorobenzonitrile). Yield: 63.1%. RXN SMILES: [CH3:1][C:2]1[CH:3]=[CH:4][C:5]([Cl:10])=[C:6]([CH:9]=1)[C:7]#[N:8].[Br:11]N1C(=O)CCC1=O.C(OOC(=O)C1C=CC=CC=1)(=O)C1C=CC=CC=1>C(Cl)(Cl)(Cl)Cl>[Br:11][CH2:1][C:2]1[CH:3]=[CH:4][C:5]([Cl:10])=[C:6]([CH:9]=1)[C:7]#[N:8]. Reported procedure: To a solution of 5-methyl-2-chlorobenzonitrile (200 mg, 1.32 mmol) in carbon tetrachloride (12 mL) was added N-bromosuccinimide (235 mg, 1.32 mmol) and benzoyl peroxide (32 mg, 0.132 mmol). The mixture was heated at reflux for 2 hours. The reaction was allowed to cool to room temperature and the solvent removed in vacuo. The resulting residue was partitioned between DCM and water. The organic layer was separated, dried over sodium sulphate and evaporated to give an orange oil. The oil was purifi... Reactants: COC(=O)c1cc(Br)cc2c1c(C)cn2C(C)C, CCO, [Na+], [OH-], O. The product is Cc1cn(C(C)C)c2cc(Br)cc(C(=O)O)c12. Reaction SMILES: [Br:1][c:2]1[cH:3][c:4]([C:15](=[O:16])[O:17][CH3:18])[c:5]2[c:6]([CH3:14])[cH:7][n:8]([CH:11]([CH3:12])[CH3:13])[c:9]2[cH:10]1.[CH3:22][CH2:23][OH:24].[Na+:20].[OH-:19].[OH2:21]>>[Br:1][c:2]1[cH:3][c:4]([C:15](=[O:16])[OH:17])[c:5]2[c:6]([CH3:14])[cH:7][n:8]([CH:11]([CH3:12])[CH3:13])[c:9]2[cH:10]1. The product is CC(=O)NCCc1ccc(F)cc1OCCOC1CN(C(=O)OC(C)(C)C)CCC1c1ccc(OCCCOc2cccc(F)c2)cc1. RXN SMILES: [Br:38][CH2:39][CH2:40][CH2:41][O:42][c:43]1[cH:44][c:45]([F:49])[cH:46][cH:47][cH:48]1.[C:1]([CH3:2])(=[O:3])[NH:4][CH2:5][CH2:6][c:7]1[c:8]([O:9][CH2:10][CH2:11][O:12][CH:13]2[CH2:14][N:15]([C:26](=[O:27])[O:28][C:29]([CH3:30])([CH3:31])[CH3:32])[CH2:16][CH2:17][CH:18]2[c:19]2[cH:20][cH:21][c:22]([OH:25])[cH:23][cH:24]2)[cH:33][c:34]([F:37])[cH:35][cH:36]1>>[C:1]([CH3:2])(=[O:3])[NH:4][CH2:5][CH2:6][c:7]1[c:8]([O:9][CH2:10][CH2:11][O:12][CH:13]2[CH2:14][N:15]([C:26](=[O:27])[O:28][C:29]([CH3:30])([CH3:31])[CH3:32])[CH2:16][CH2:17][CH:18]2[c:19]2[cH:20][cH:21][c:22]([O:25][CH2:39][CH2:40][CH2:41][O:42][c:43]3[cH:44][c:45]([F:49])[cH:46][cH:47][cH:48]3)[cH:23][cH:24]2)[cH:33][c:34]([F:37])[cH:35][cH:36]1. The reactants are Fc1cccc(OCCCBr)c1, CC(=O)NCCc1ccc(F)cc1OCCOC1CN(C(=O)OC(C)(C)C)CCC1c1ccc(O)cc1. The reactants are IC1=C(N(C(=N1)C=1C=NC(=CC1)C(F)(F)F)C)C(=O)N1CCC(CC1)N1CCCC1 ([5-iodo-3-methyl-2-(6-trifluoromethyl-pyridin-3-yl)-3H-imidazol-4-yl]-(4-pyrrolidin-1-yl-piperidin-1-yl)-methanone), N1=CC(=CC=C1)B(O)O (pyridine-3-yl-boronic acid). Product: CN1C(=NC(=C1C(=O)N1CCC(CC1)N1CCCC1)C=1C=NC=CC1)C=1C=NC(=CC1)C(F)(F)F ([3-Methyl-5-pyridin-3-yl-2-(6-trifluoromethyl-pyridin-3-yl)-3H-imidazol-4-yl]-(4-pyrrolidin-1-yl-piperidin-1-yl)-methanone). Reaction SMILES: I[C:2]1[N:6]=[C:5]([C:7]2[CH:8]=[N:9][C:10]([C:13]([F:16])([F:15])[F:14])=[CH:11][CH:12]=2)[N:4]([CH3:17])[C:3]=1[C:18]([N:20]1[CH2:25][CH2:24][CH:23]([N:26]2[CH2:30][CH2:29][CH2:28][CH2:27]2)[CH2:22][CH2:21]1)=[O:19].[N:31]1[CH:36]=[CH:35][CH:34]=[C:33](B(O)O)[CH:32]=1>>[CH3:17][N:4]1[C:3]([C:18]([N:20]2[CH2:25][CH2:24][CH:23]([N:26]3[CH2:30][CH2:29][CH2:28][CH2:27]3)[CH2:22][CH2:21]2)=[O:19])=[C:2]([C:33]2[CH:32]=[N:31][CH:36]=[CH:35][CH:34]=2)[N:6]=[C:5]1[C:7]1[CH:8]=[N:9][C:10]([C:13]([F:16])([F:15])[F:14])=[CH:11][CH:12]=1. Procedure: In analogy to the procedure described for example 7, [5-iodo-3-methyl-2-(6-trifluoromethyl-pyridin-3-yl)-3H-imidazol-4-yl]-(4-pyrrolidin-1-yl-piperidin-1-yl)-methanone (example 116) was reacted with pyridine-3-yl-boronic acid to give the title compound as colorless amorphous solid. MS: 485.4 (MH+). Reactants: C[Mg]Br (methylmagnesium bromide), CCOCC (ether), FC=1C=C(C=CC1)N1C(=CC2=CC=CC=C12)C(=O)N(C)OC (1-(3-fluorophenyl)-N-methoxy-N-methyl-1H-indole-2-carboxamide). Solvent: O1CCCC1 (tetrahydrofuran). Run at time 8 hour. Product: FC=1C=C(C=CC1)N1C(=CC2=CC=CC=C12)C(C)=O (1-[1-(3-Fluorophenyl)-1H-indol-2-yl]ethanone). Isolated yield 91.0%. As a reaction SMILES: [F:1][C:2]1[CH:3]=[C:4]([N:8]2[C:16]3[C:11](=[CH:12][CH:13]=[CH:14][CH:15]=3)[CH:10]=[C:9]2[C:17](N(OC)C)=[O:18])[CH:5]=[CH:6][CH:7]=1.[CH3:23][Mg]Br.CCOCC>O1CCCC1>[F:1][C:2]1[CH:3]=[C:4]([N:8]2[C:16]3[C:11](=[CH:12][CH:13]=[CH:14][CH:15]=3)[CH:10]=[C:9]2[C:17](=[O:18])[CH3:23])[CH:5]=[CH:6][CH:7]=1. Reported procedure: To a mixture of 1-(3-fluorophenyl)-N-methoxy-N-methyl-1H-indole-2-carboxamide (0.52 g, 1.7 mmol) in tetrahydrofuran (10 mL) was added 3.0 M methylmagnesium bromide in ether (4.6 mL, 0.014 mol). The reaction was stirred at room temperature overnight. The reaction was quenched with saturated NH4Cl solution and extracted with EtOAc. The combined organic layers were washed with water and brine, dried over MgSO4, and concentrated to give crude product (0.4 g, 91%). The crude product was used directly... Starting materials: CCOC(=O)CCCCBr, CCN(C(C)C)C(C)C, CCOCC, Nc1ccc2c(c1)CCC2. The product is CCOC(=O)CCCCNc1ccc2c(c1)CCC2. Reaction SMILES: [Br:11][CH2:12][CH2:13][CH2:14][CH2:15][C:16](=[O:17])[O:18][CH2:19][CH3:20].[CH2:21]([N:22]([CH:23]([CH3:24])[CH3:25])[CH:26]([CH3:27])[CH3:28])[CH3:29].[CH3:30][CH2:31][O:32][CH2:33][CH3:34].[NH2:1][c:2]1[cH:3][c:4]2[c:8]([cH:9][cH:10]1)[CH2:7][CH2:6][CH2:5]2>>[NH:1]([c:2]1[cH:3][c:4]2[c:8]([cH:9][cH:10]1)[CH2:7][CH2:6][CH2:5]2)[CH2:12][CH2:13][CH2:14][CH2:15][C:16](=[O:17])[O:18][CH2:19][CH3:20]. The reactants are C12(CC3CC(CC(C1)C3)C2)N=C=O (adamantyl isocyanate), CNC(=O)C1=NC=CC(=C1)OC1=CC=C(C=C1)N (4-(4-amino-phenoxy)-pyridine-2-carboxylic acid methylamide), ClC1=C(C=C(C=C1)NC(N[C@@H]1CC[C@H](CC1)OC1=CC=C(C(=O)O)C=C1)=O)C(F)(F)F (trans-4-{4-[3-(4-Chloro-3-trifluoromethyl-phenyl)-ureido]-cyclohexyloxy}-benzoic acid). Yields the product CNC(=O)C1=NC=CC(=C1)OC1=CC=C(C=C1)NC(=O)NC12CC3CC(CC(C1)C3)C2 (4-[4-(3-Adamantan-1-yl-ureido)-phenoxy]-pyridine-2-carboxylic acid methylamide). Isolated yield 60.0%. RXN SMILES: [C:1]12([N:11]=[C:12]=[O:13])[CH2:10][CH:5]3[CH2:6][CH:7]([CH2:9][CH:3]([CH2:4]3)[CH2:2]1)[CH2:8]2.[CH3:14][NH:15][C:16]([C:18]1[CH:23]=[C:22]([O:24][C:25]2[CH:30]=[CH:29][C:28]([NH2:31])=[CH:27][CH:26]=2)[CH:21]=[CH:20][N:19]=1)=[O:17].ClC1C=CC(NC(=O)N[C@H]2CC[C@H](OC3C=CC(C(O)=O)=CC=3)CC2)=CC=1C(F)(F)F>>[CH3:14][NH:15][C:16]([C:18]1[CH:23]=[C:22]([O:24][C:25]2[CH:30]=[CH:29][C:28]([NH:31][C:12]([NH:11][C:1]34[CH2:10][CH:5]5[CH2:6][CH:7]([CH2:9][CH:3]([CH2:4]5)[CH2:2]3)[CH2:8]4)=[O:13])=[CH:27][CH:26]=2)[CH:21]=[CH:20][N:19]=1)=[O:17]. Procedure details: Compound 2287 was prepared in 60% yield from adamantyl isocyanate and 4-(4-amino-phenoxy)-pyridine-2-carboxylic acid methylamide using the procedure detailed for compound 2221 in Example 4. 1H NMR (300 MHz, DMSO-d6) δ 8.73 (q, J=5 Hz, 1H), 8.48 (d, J=6 Hz, 1H), 8.39 (s, 1H), 7.49-7.42 (m, 2H), 7.36 (d, J=2 Hz, 1H), 7.13-7.03 (m, 3H), 5.89 (s, 1H), 2.78 (d, J=5 Hz, 3H), 2.09-2.01 (m, 3H), 1.98-1.92 (m, 6H), 1.68-1.60 (m, 61). Reactants: Oc1cc2nc(Nc3ccc(N4CCOCC4)cc3)ncc2cc1Br, CC(C)(C)OC(=O)N1CCC(O)CC1, C1CCOC1, c1ccc(P(c2ccccc2)c2ccccc2)cc1. Yields the product CC(C)(C)OC(=O)N1CCC(Oc2cc3nc(Nc4ccc(N5CCOCC5)cc4)ncc3cc2Br)CC1. Reaction SMILES: [Br:34][c:35]1[cH:36][c:37]2[cH:38][n:39][c:40]([NH:46][c:47]3[cH:48][cH:49][c:50]([N:53]4[CH2:54][CH2:55][O:56][CH2:57][CH2:58]4)[cH:51][cH:52]3)[n:41][c:42]2[cH:43][c:44]1[OH:45].[C:20](=[O:21])([O:22][C:23]([CH3:24])([CH3:25])[CH3:26])[N:27]1[CH2:28][CH2:29][CH:30]([OH:33])[CH2:31][CH2:32]1.[CH2:59]1[O:60][CH2:61][CH2:62][CH2:63]1.[c:1]1([P:2]([c:3]2[cH:4][cH:5][cH:6][cH:7][cH:8]2)[c:9]2[cH:10][cH:11][cH:12][cH:13][cH:14]2)[cH:15][cH:16][cH:17][cH:18][cH:19]1>>[C:20](=[O:21])([O:22][C:23]([CH3:24])([CH3:25])[CH3:26])[N:27]1[CH2:28][CH2:29][CH:30]([O:33][c:44]2[c:35]([Br:34])[cH:36][c:37]3[cH:38][n:39][c:40]([NH:46][c:47]4[cH:48][cH:49][c:50]([N:53]5[CH2:54][CH2:55][O:56][CH2:57][CH2:58]5)[cH:51][cH:52]4)[n:41][c:42]3[cH:43]2)[CH2:31][CH2:32]1. Reactants: CN1N=CC(=C1)C1=CC2=C(N(C=N2)C=2C=C(C=C(C2)N2C=CC=C2)NC(C)=O)C=C1 (N-(3-(5-(1-methyl-1H-pyrazol-4-yl)-1H-benzo[d]imidazol-1-yl)-5-(1H-pyrrol-1-yl)phenyl)acetamide), C1(CC1)S(=O)(=O)Cl (cyclopropane sulfonyl chloride). The product is CN1N=CC(=C1)C1=CC2=C(N(C=N2)C=2C=C(C=C(C2)N2C=CC=C2)NS(=O)(=O)C2CC2)C=C1 (N-(3-(5-(1-methyl-1H-pyrazol-4-yl)-1H-benzo[d]imidazol-1-yl)-5-(1H-pyrrol-1-yl)phenyl)cyclopropanesulfonamide). As a reaction SMILES: [CH3:1][N:2]1[CH:6]=[C:5]([C:7]2[CH:30]=[CH:29][C:10]3[N:11]([C:14]4[CH:15]=[C:16]([NH:25]C(=O)C)[CH:17]=[C:18]([N:20]5[CH:24]=[CH:23][CH:22]=[CH:21]5)[CH:19]=4)[CH:12]=[N:13][C:9]=3[CH:8]=2)[CH:4]=[N:3]1.[CH:31]1([S:34](Cl)(=[O:36])=[O:35])[CH2:33][CH2:32]1>>[CH3:1][N:2]1[CH:6]=[C:5]([C:7]2[CH:30]=[CH:29][C:10]3[N:11]([C:14]4[CH:15]=[C:16]([NH:25][S:34]([CH:31]5[CH2:33][CH2:32]5)(=[O:36])=[O:35])[CH:17]=[C:18]([N:20]5[CH:24]=[CH:23][CH:22]=[CH:21]5)[CH:19]=4)[CH:12]=[N:13][C:9]=3[CH:8]=2)[CH:4]=[N:3]1. Procedure: The compound was prepared from the compound of Example 87 using the procedures of Example 88 and cyclopropane sulfonyl chloride. 1H-NMR (300 MHz, DMSO-d6): δ 10.2 (s, 1H), 8.71 (s, 1H), 8.2 (s, 1H), 7.99 (m, 1H), 7.95 (s, 1H), 7.68-7.59 (m, 3H), 7.44-7.41 (m, 4H), 6.31 (m, 2H), 3.95 (s, 3H), 2.95 (m, 1H), 1.0 (m, 4H); LC-MS (ESI): Calculated mass: 458.54; Observed mass: 459.2 [M+H]+ (rt: 1.29 min). Starting materials: CCN(CC)CCOc1ccc(C(=O)Cl)cc1, ClCCl, COc1ccc(-c2cc3ccccc3o2)cc1, [Cl-], Cl, O. Product: CCN(CC)CCOc1ccc(C(=O)c2c(-c3ccc(OC)cc3)oc3ccccc23)cc1. RXN SMILES: [CH2:19]([CH3:20])[N:21]([CH2:22][CH2:23][O:24][c:25]1[cH:26][cH:27][c:28]([C:29](=[O:30])[Cl:31])[cH:32][cH:33]1)[CH2:34][CH3:35].[CH2:36]([Cl:37])[Cl:38].[CH3:1][O:2][c:3]1[cH:4][cH:5][c:6](-[c:9]2[o:10][c:11]3[c:12]([cH:13]2)[cH:14][cH:15][cH:16][cH:17]3)[cH:7][cH:8]1.[Cl-:39].[ClH:18].[OH2:40]>>[CH3:1][O:2][c:3]1[cH:4][cH:5][c:6](-[c:9]2[o:10][c:11]3[c:12]([c:13]2[C:29]([c:28]2[cH:27][cH:26][c:25]([O:24][CH2:23][CH2:22][N:21]([CH2:19][CH3:20])[CH2:34][CH3:35])[cH:33][cH:32]2)=[O:30])[cH:14][cH:15][cH:16][cH:17]3)[cH:7][cH:8]1.